From a dataset of the Open Reaction Database (ORD), a public repository of structured organic reaction records. describe an organic reaction: reactants, conditions, products, and yield Reactants: CC(C)(C)N(CCO)CC(O)COCc1ccccc1, C1CCOC1, [H-], [Na+], Cc1ccc(S(=O)(=O)c2ncc[nH]2)cc1. The product is CC(C)(C)N1CCOC(COCc2ccccc2)C1. Reaction SMILES: [CH2:1]([c:2]1[cH:3][cH:4][cH:5][cH:6][cH:7]1)[O:8][CH2:9][CH:10]([CH2:11][N:12]([CH2:13][CH2:14][OH:15])[C:16]([CH3:17])([CH3:18])[CH3:19])[OH:20].[CH2:38]1[O:39][CH2:40][CH2:41][CH2:42]1.[H-:21].[Na+:22].[c:23]1([CH3:24])[cH:25][cH:26][c:27]([S:28]([c:29]2[nH:30][cH:31][cH:32][n:33]2)(=[O:34])=[O:35])[cH:36][cH:37]1>>[CH2:1]([c:2]1[cH:3][cH:4][cH:5][cH:6][cH:7]1)[O:8][CH2:9][CH:10]1[CH2:11][N:12]([C:16]([CH3:17])([CH3:18])[CH3:19])[CH2:13][CH2:14][O:20]1.